Dataset: the Open Reaction Database (ORD), a public repository of structured organic reaction records. Task: describe an organic reaction: reactants, conditions, products, and yield Reactants: [OH-].[Na+] (sodium hydroxide), BrCC=1C(=CC=CC1)C(=O)OC (methyl α-bromo-o-toluate), C1=CC(=CC=C1O)Br (p-bromophenol), [H][H] (hydrogen). The solvent is O (water), CCCCCC (hexane), CN(C=O)C (N,N-dimethylformamide), CN(C=O)C (N,N-dimethylformamide). Conditions: time 45 minute. Yields the product BrC1=CC=C(OCC2=C(C(=O)OC)C=CC=C2)C=C1 (Methyl o-(p-bromophenoxymethyl)benzoate). Reaction SMILES: [OH-].[Na+].[CH:3]1[C:8]([OH:9])=[CH:7][CH:6]=[C:5]([Br:10])[CH:4]=1.[H][H].Br[CH2:14][C:15]1[C:16]([C:21]([O:23][CH3:24])=[O:22])=[CH:17][CH:18]=[CH:19][CH:20]=1>O.CN(C)C=O.CCCCCC>[Br:10][C:5]1[CH:6]=[CH:7][C:8]([O:9][CH2:14][C:15]2[CH:20]=[CH:19][CH:18]=[CH:17][C:16]=2[C:21]([O:23][CH3:24])=[O:22])=[CH:3][CH:4]=1 |f:0.1|. Procedure details: Wash 15.12 gm (0.315 mole) of sodium hydroxide, 50% dispersion in oil, free of oil with hexane and suspend in 250 cc. of N,N-dimethylformamide. Add 54.5 gm. (0.315 mole) of p-bromophenol in portions as hydrogen is evolved. After gas evolution has subsided, add a solution of 68 gm. (0.3 mole) of methyl α-bromo-o-toluate in 50 cc. of N,N-dimethylformamide at a rapid dropwise rate. Stir the mixture for 45 minutes and pour into 3 liters of cold water. Separate the solids by filtration, wash with wat... Starting materials: CN1CCCC1=O, CC(C)OC(=O)NC1Cc2c(n(Cc3nccnc3Cl)c3ccc(C#N)cc23)C1, N. The product is CC(C)OC(=O)NC1Cc2c(n(Cc3nccnc3N)c3ccc(C#N)cc23)C1. As a reaction SMILES: [CH3:31][N:32]1[CH2:33][CH2:34][CH2:35][C:36]1=[O:37].[CH:1]([CH3:2])([CH3:3])[O:4][C:5]([NH:6][CH:7]1[CH2:8][c:9]2[c:10]([n:11]([CH2:20][c:21]3[n:22][cH:23][cH:24][n:25][c:26]3[Cl:27])[c:12]3[cH:13][cH:14][c:15]([C:18]#[N:19])[cH:16][c:17]23)[CH2:28]1)=[O:29].[NH3:30]>>[CH:1]([CH3:2])([CH3:3])[O:4][C:5]([NH:6][CH:7]1[CH2:8][c:9]2[c:10]([n:11]([CH2:20][c:21]3[n:22][cH:23][cH:24][n:25][c:26]3[NH2:30])[c:12]3[cH:13][cH:14][c:15]([C:18]#[N:19])[cH:16][c:17]23)[CH2:28]1)=[O:29]. Starting materials: CCOC(=N)C(=NOC1CC1)C(=O)OCC, CO, [Cl-], [NH4+]. Product: CCOC(=O)C(=NOC1CC1)C(=N)N, Cl. As a reaction SMILES: [CH2:1]([O:2][C:4]([C:5]([C:6](=[O:7])[O:8][CH2:9][CH3:10])=[N:11][O:12][CH:13]1[CH2:14][CH2:15]1)=[NH:16])[CH3:3].[CH3:19][OH:20].[Cl-:17].[NH4+:18]>>[C:4]([C:5]([C:6](=[O:7])[O:8][CH2:9][CH3:10])=[N:11][O:12][CH:13]1[CH2:14][CH2:15]1)(=[NH:16])[NH2:18].[ClH:17]. Starting materials: COC=1C=C(C(=O)OC)C=CC1 (methyl 3-methoxybenzoate), [Cl-].[NH4+] (ammonium chloride), CC1=CC=NC=C1 (4-methyl-pyridine), solution, C[Si]([N-][Si](C)(C)C)(C)C.[Na+] (sodium hexamethyldisilazide). Run in O1CCCC1 (tetrahydrofuran), O1CCCC1 (tetrahydrofuran). Reaction conditions: time 20 minute. Yields the product COC=1C=C(C=CC1)C(CC1=CC=NC=C1)=O (1-(3-methoxy-phenyl)-2-pyridin-4-yl-ethanone). The yield is 71.7%. Reaction SMILES: [CH3:1][C:2]1[CH:7]=[CH:6][N:5]=[CH:4][CH:3]=1.C[Si](C)(C)[N-][Si](C)(C)C.[Na+].[CH3:18][O:19][C:20]1[CH:21]=[C:22]([CH:27]=[CH:28][CH:29]=1)[C:23](OC)=[O:24].[Cl-].[NH4+]>O1CCCC1>[CH3:18][O:19][C:20]1[CH:21]=[C:22]([C:23](=[O:24])[CH2:1][C:2]2[CH:7]=[CH:6][N:5]=[CH:4][CH:3]=2)[CH:27]=[CH:28][CH:29]=1 |f:1.2,4.5|. Procedure details: To a solution of 4-methyl-pyridine (1.04 mL, 10.74 mmol) in anhydrous tetrahydrofuran (40 mL) at 0° C. a 1 M solution of sodium hexamethyldisilazide in tetrahydrofuran (21.5 mL, 21.5 mmol, 2 eq) was added dropwise and the reaction was stirred for 20 minutes. Neat methyl 3-methoxybenzoate (1.8 g, 10.74 mmol, 1 eq) was then added and the reaction was stirred at 0° C. for one hour. The reaction was poured into saturated ammonium chloride solution and, after basification with saturated aqueous NaHCO... Starting materials: C(C)(C)(C)OC(NC1=C(C=C(C=C1)C=1C=NC(=CC1)OCC1=CC=CC=C1)NC(CC(=O)C=1SC=CC1Cl)=O)=O ({4-(6-benzyloxy-pyridin-3-yl)-2-[3-(3-chloro-thiophen-2-yl)-3-oxo-propionylamino]-phenyl}-carbamic acid tert.-butyl ester), C(=O)(C(F)(F)F)O (TFA). Run in C(Cl)Cl (CH2Cl2). Product: C(C1=CC=CC=C1)OC1=CC=C(C=N1)C=1C=CC2=C(NC(CC(=N2)C=2SC=CC2Cl)=O)C1 (8-(6-Benzyloxy-pyridin-3-yl)-4-(3-chloro-thiophen-2-yl)-1,3-dihydro-benzo[b][1,4]diazepin-2-one). Yield: 27.5%. RXN SMILES: C(OC(=O)[NH:7][C:8]1[CH:13]=[CH:12][C:11]([C:14]2[CH:15]=[N:16][C:17]([O:20][CH2:21][C:22]3[CH:27]=[CH:26][CH:25]=[CH:24][CH:23]=3)=[CH:18][CH:19]=2)=[CH:10][C:9]=1[NH:28][C:29](=[O:39])[CH2:30][C:31]([C:33]1[S:34][CH:35]=[CH:36][C:37]=1[Cl:38])=O)(C)(C)C.C(O)(C(F)(F)F)=O>C(Cl)Cl>[CH2:21]([O:20][C:17]1[N:16]=[CH:15][C:14]([C:11]2[CH:12]=[CH:13][C:8]3[N:7]=[C:31]([C:33]4[S:34][CH:35]=[CH:36][C:37]=4[Cl:38])[CH2:30][C:29](=[O:39])[NH:28][C:9]=3[CH:10]=2)=[CH:19][CH:18]=1)[C:22]1[CH:23]=[CH:24][CH:25]=[CH:26][CH:27]=1. Reported procedure: Prepared from {4-(6-benzyloxy-pyridin-3-yl)-2-[3-(3-chloro-thiophen-2-yl)-3-oxo-propionylamino]-phenyl}-carbamic acid tert.-butyl ester (Example K26) (172 mg, 0.3 mmol) by treatment with TFA in CH2Cl2 according to the general procedure M. Obtained as a yellow solid (38 mg). The reactants are Cl (hydrogen chloride), O=O (oxygen), COC1=C(C(=C(C=C1OCOC)OC)OCOC)CCCC1=C(C(=CC(=C1OCOC)OC)OCOC)OC (2,2'-trimethylenebis[1,4-dimethoxy-3,6-bis(methoxymethoxy)benzene]), C(O)([O-])=O.[Na+] (sodium hydrogen carbonate). Solvent: CO (methanol), O1CCCC1 (tetrahydrofuran), C(C)(C)O (isopropanol). Reaction conditions: time 1 day. The product is COC1=C(C(C(=CC1=O)OC)=O)CCCC=1C(C(=CC(C1OC)=O)OC)=O (2,2'-trimethylenebis(3,6-dimethoxy1,4-benzoquinone)). Reaction SMILES: [CH3:1][O:2][C:3]1[C:8]([O:9]COC)=[CH:7][C:6]([O:13][CH3:14])=[C:5]([O:15]COC)[C:4]=1[CH2:19][CH2:20][CH2:21][C:22]1[C:27]([O:28]COC)=[C:26]([O:32][CH3:33])[CH:25]=[C:24]([O:34]COC)[C:23]=1[O:38][CH3:39].Cl.C(=O)([O-])O.[Na+].O=O>O1CCCC1.C(O)(C)C.CO>[CH3:39][O:38][C:23]1[C:24](=[O:34])[CH:25]=[C:26]([O:32][CH3:33])[C:27](=[O:28])[C:22]=1[CH2:21][CH2:20][CH2:19][C:4]1[C:5](=[O:15])[C:6]([O:13][CH3:14])=[CH:7][C:8](=[O:9])[C:3]=1[O:2][CH3:1] |f:2.3|. Procedure: 169 Milligrams of 2,2'-trimethylenebis[1,4-dimethoxy-3,6-bis(methoxymethoxy)benzene] was dissolved in 2 ml of tetrahydrofuran and 2 ml of isopropanol, then to this solution was added 0.4 ml of a tetrahydrofuranisopropanol (1:1) solution containing 20% (by weight) of hydrogen chloride, then the mixture was stirred at room temperature for 1 day under argon gas stream condition. The solvent was removed by evaporation under reduced pressure, then the residue obtained was dissolved in 20 ml of methan...